This data is from the Open Reaction Database (ORD), a public repository of structured organic reaction records. The task is: describe an organic reaction: reactants, conditions, products, and yield Starting materials: O=C(Cl)OCC(Cl)(Cl)Cl, CC(C)(C)c1cc(N)n(-c2ccccc2)n1, CCOC(C)=O, [Na+], [OH-]. Yields the product CC(C)(C)c1cc(NC(=O)OCC(Cl)(Cl)Cl)n(-c2ccccc2)n1. As a reaction SMILES: [C:19]([O:20][CH2:21][C:22]([Cl:23])([Cl:24])[Cl:25])(=[O:26])[Cl:27].[C:1]([CH3:2])([CH3:3])([CH3:4])[c:5]1[n:6][n:7](-[c:11]2[cH:12][cH:13][cH:14][cH:15][cH:16]2)[c:8]([NH2:10])[cH:9]1.[CH3:28][CH2:29][O:30][C:31](=[O:32])[CH3:33].[Na+:18].[OH-:17]>>[C:1]([CH3:2])([CH3:3])([CH3:4])[c:5]1[n:6][n:7](-[c:11]2[cH:12][cH:13][cH:14][cH:15][cH:16]2)[c:8]([NH:10][C:19]([O:20][CH2:21][C:22]([Cl:23])([Cl:24])[Cl:25])=[O:26])[cH:9]1. Starting materials: NC1=C(C=C(C=C1)C)O (2-amino-5-methyl-phenol), C(=O)([O-])[O-].[K+].[K+] (K2CO3), ClCC(=O)Cl (2-chloroacetyl chloride). The reagents and catalysts are [N+](CCCC)(CCCC)(CCCC)CCCC.[Br-] (Bu4NBr). The solvent is C(C)#N (acetonitrile). Yields the product CC1=CC2=C(NC(CO2)=O)C=C1 (7-methyl-4H-benzo[1,4]oxazin-3-one). Isolated yield 70.8%. RXN SMILES: [NH2:1][C:2]1[CH:7]=[CH:6][C:5]([CH3:8])=[CH:4][C:3]=1[OH:9].C([O-])([O-])=O.[K+].[K+].Cl[CH2:17][C:18](Cl)=[O:19]>[N+](CCCC)(CCCC)(CCCC)CCCC.[Br-].C(#N)C>[CH3:8][C:5]1[CH:6]=[CH:7][C:2]2[NH:1][C:18](=[O:19])[CH2:17][O:9][C:3]=2[CH:4]=1 |f:1.2.3,5.6|. Procedure details: To a mixture of 2-amino-5-methyl-phenol (Alfa, 15.0 g, 122 mmol), K2CO3 (50.5 g, 365 mmol) and Bu4NBr (3.94 g, 12.18 mmol) in acetonitrile (400 mL) at 0° C. was added 2-chloroacetyl chloride (15.1 g, 10.0 mL, 134 mmol) drop-wise. After addition, the mixture was heated at reflux for 2.5 h. The reaction mixture was cooled to ambient temperature and evaporated in vacuo. Water was added (500 mL) and the aqueous solution was extracted with EtOAc (3×150 mL). The combined organic phase was washed with ... Starting materials: FC=1C=C(C=CC1)CC(=O)O (3-fluorophenyl acetic acid), OS(=O)(=O)O (H2SO4), C(C)O (ethanol). The product is FC=1C=C(C=CC1)CC(=O)OCC (ethyl 2-(3-fluorophenyl)acetate). The yield is 85.0%. As a reaction SMILES: [F:1][C:2]1[CH:3]=[C:4]([CH2:8][C:9]([OH:11])=[O:10])[CH:5]=[CH:6][CH:7]=1.OS(O)(=O)=O.[CH2:17](O)[CH3:18]>>[F:1][C:2]1[CH:3]=[C:4]([CH2:8][C:9]([O:11][CH2:17][CH3:18])=[O:10])[CH:5]=[CH:6][CH:7]=1. Reported procedure: To a solution of 3-fluorophenyl acetic acid (10.0 g, 64.9 mmol) in ethanol (300 mL), is added a catalytic amount of H2SO4 (98%, 1 mL) and the mixture reacted for 12 hours at 100° C. (LC-MS monitoring: complete conversion). The solvent is evaporated and the residue is partitioned between EtOAc and water; the organic layer is separated and dried over Na2SO4 in order to obtain 10.1 g of (I8) as a white solid (85% yield). Reactants: FC1=C(C(=O)O)C=CC=C1C(F)(F)F (2-fluoro-3-(trifluoromethyl)benzoic acid), ClC1=C(C(=O)O)C=CC=C1C(F)(F)F (2-chloro-3-(trifluoromethyl)benzoic acid). Product: FC1=C(C(=O)Cl)C=CC=C1C(F)(F)F (2-Fluoro-3-(trifluoromethyl)benzoyl chloride). As a reaction SMILES: [F:1][C:2]1[C:10]([C:11]([F:14])([F:13])[F:12])=[CH:9][CH:8]=[CH:7][C:3]=1[C:4](O)=[O:5].[Cl:15]C1C(C(F)(F)F)=CC=CC=1C(O)=O>>[F:1][C:2]1[C:10]([C:11]([F:14])([F:13])[F:12])=[CH:9][CH:8]=[CH:7][C:3]=1[C:4]([Cl:15])=[O:5]. Procedure details: Intermediate 13 was prepared in a similar manner as Intermediate 12 substituting 2-fluoro-3-(trifluoromethyl)benzoic acid for 2-chloro-3-(trifluoromethyl)benzoic acid. Starting materials: C[O-].[Na+] (sodium methoxide), COC(C1=C(C=C(C(=C1)OC)OC)S(NCC(=O)OC)(=O)=O)=O (4,5-dimethoxy-2-(methoxycarbonylmethyl-sulfamoyl)-benzoic acid methyl ester), C[O-].[Na+] (sodium methoxide). The solvent is Cl (HCl), CN(C)C=O (DMF). Reaction conditions: time 45 minute. Product: COC(=O)C=1NS(C2=C(C1O)C=C(C(=C2)OC)OC)(=O)=O (4-Hydroxy-6,7-dimethoxy-1,1-dioxo-1,2-dihydro-1λ6 -benzo[e][1,2]thiazine-3-carboxylic acid methyl ester). RXN SMILES: C[O:2][C:3](=O)[C:4]1[CH:9]=[C:8]([O:10][CH3:11])[C:7]([O:12][CH3:13])=[CH:6][C:5]=1[S:14](=[O:22])(=[O:21])[NH:15][CH2:16][C:17]([O:19][CH3:20])=[O:18].C[O-].[Na+]>CN(C=O)C.Cl>[CH3:20][O:19][C:17]([C:16]1[NH:15][S:14](=[O:22])(=[O:21])[C:5]2[CH:6]=[C:7]([O:12][CH3:13])[C:8]([O:10][CH3:11])=[CH:9][C:4]=2[C:3]=1[OH:2])=[O:18] |f:1.2|. Procedure details: To a solution of 4,5-dimethoxy-2-(methoxycarbonylmethyl-sulfamoyl)-benzoic acid methyl ester (0.555 g, 1.60 mmol) in dry DMF (3 mL) was added dry and freshly prepared sodium methoxide (0.345 g, 6.39 mmol). A red colour was generated upon the addition of the sodium methoxide. The mixture was stirred for 45 minutes, and then diluted with 1N HCl (100 mL). The pale yellow solid that precipitated was collected and washed with water (0.341 g, 68%); The reactants are CC1([C@@H](N2[C@H](S1)[C@@H](C2=O)N)C(=O)O)C (6-aminopenicillanic acid), COC1=CC=C(CN)C=C1 (4-methoxybenzylamine), ClC(=O)OCC (ethyl chloroformate), C1(=CC=CC=C1)C(C1=CC=CC=C1)(C1=CC=CC=C1)Cl (triphenylmethyl chloride), ice. The solvent is C(Cl)(Cl)Cl (chloroform), C(C)N(CC)CC (triethylamine), C(C)N(CC)CC (triethylamine), C(Cl)(Cl)Cl (chloroform). Conditions: time 64 hour. Product: C1(=CC=CC=C1)C(C1=CC=CC=C1)(C1=CC=CC=C1)NC1[C@@H]2N(C(C(S2)(C)C)C(NCC2=CC=C(C=C2)OC)=O)C1=O (6-(triphenylmethylamino)-2,2-dimethyl-3-(N-[4-methoxybenzyl]carbamoyl)penam). RXN SMILES: [CH3:1][C:2]1([CH3:14])[S:6][C@@H:5]2[C@H:7]([NH2:10])[C:8](=[O:9])[N:4]2[C@H:3]1[C:11]([OH:13])=O.[C:15]1([C:21](Cl)([C:28]2[CH:33]=[CH:32][CH:31]=[CH:30][CH:29]=2)[C:22]2[CH:27]=[CH:26][CH:25]=[CH:24][CH:23]=2)[CH:20]=[CH:19][CH:18]=[CH:17][CH:16]=1.ClC(OCC)=O.[CH3:41][O:42][C:43]1[CH:50]=[CH:49][C:46]([CH2:47][NH2:48])=[CH:45][CH:44]=1>C(Cl)(Cl)Cl.C(N(CC)CC)C>[C:15]1([C:21]([NH:10][CH:7]2[C:8](=[O:9])[N:4]3[CH:3]([C:11](=[O:13])[NH:48][CH2:47][C:46]4[CH:49]=[CH:50][C:43]([O:42][CH3:41])=[CH:44][CH:45]=4)[C:2]([CH3:1])([CH3:14])[S:6][C@H:5]23)([C:28]2[CH:33]=[CH:32][CH:31]=[CH:30][CH:29]=2)[C:22]2[CH:27]=[CH:26][CH:25]=[CH:24][CH:23]=2)[CH:20]=[CH:19][CH:18]=[CH:17][CH:16]=1. Procedure details: To a stirred slurry of 86.4 g. (0.4 mole) of 6-aminopenicillanic acid in 600 ml. of anhydrous chloroform is added 111.2 ml. (0.8 mole) of triethylamine, and the mixture is stirred at ambient temperature until a clear solution is obtained (ca. 15 minutes). To this solution is then added, portionwise over about 25 minutes, 134.9 g. (0.44 mole) of 90% pure triphenylmethyl chloride, at ambient temperature. Stirring is continued for a further 64 hours, and then 5.6 ml. of triethylamine is added. The ... The product is Cl, COC(CNC(=N)Cc1ccsc1)OC. RXN SMILES: [CH3:13][O:14][CH:15]([CH2:16][NH2:17])[O:18][CH3:19].[CH3:20][O:21][CH2:22][CH2:23][O:24][CH3:25].[ClH:1].[s:2]1[cH:3][c:4]([CH2:7][C:8]([O:9][CH2:10][CH3:11])=[NH:12])[cH:5][cH:6]1>>[ClH:1].[s:2]1[cH:3][c:4]([CH2:7][C:8](=[NH:12])[NH:17][CH2:16][CH:15]([O:14][CH3:13])[O:18][CH3:19])[cH:5][cH:6]1. The reactants are COC(CN)OC, COCCOC, Cl, CCOC(=N)Cc1ccsc1. Reactants: C1CCOC1, CCOCC, C[Si](C)(C)Cl, O=C(O)C1CCC(F)(F)CC1, [Li]C. The product is CC(=O)C1CCC(F)(F)CC1. RXN SMILES: [CH2:24]1[O:25][CH2:26][CH2:27][CH2:28]1.[CH3:14][CH2:15][O:16][CH2:17][CH3:18].[Cl:19][Si:20]([CH3:21])([CH3:22])[CH3:23].[F:1][C:2]1([F:11])[CH2:3][CH2:4][CH:5]([C:8](=[O:9])[OH:10])[CH2:6][CH2:7]1.[Li:12][CH3:13]>>[F:1][C:2]1([F:11])[CH2:3][CH2:4][CH:5]([C:8](=[O:10])[CH3:14])[CH2:6][CH2:7]1. The reactants are OCC=1C=CC(NC1)=O (5-hydroxymethyl-2-pyridone-), Br (hydrobromic acid). Conditions: temperature 100 celsius. Yields the product BrCC=1C=CC(NC1)=O (5-bromomethyl-2-pyridone). Reaction SMILES: O[CH2:2][C:3]1[CH:4]=[CH:5][C:6](=[O:9])[NH:7][CH:8]=1.[BrH:10]>>[Br:10][CH2:2][C:3]1[CH:4]=[CH:5][C:6](=[O:9])[NH:7][CH:8]=1. Reported procedure: To 5-hydroxymethyl-2-pyridone-(114.9 mg, 0.9 mmol) was added 3.0 ml of 48% hydrobromic acid. The mixture was heated at 100° C. for 20 minutes. The excess hydrobromic acid was then evaporated in vacuo to give the corresponding 5-bromomethyl-2-pyridone. This compound was used without purification. HRMS: m/e, M+ found; 186.9626, 7.4% Calc. for C6H6BrNO: 186.9633, −3.9 ppm. The reactants are C(C)(=O)[O-] (Acetate), [N+](=O)(O)[O-] (HNO3), S(=O)(=O)([O-])[O-] (sulfate), CN1CCC(=C2C3=CC=CC=C3C=CC4=CC=CC=C42)CC1 (reactin), CC(=O)OC(=O)C (Ac2O), CC(=O)OC(=O)C (Ac2O), CN(CN(CN(CO)[N+](=O)[O-])[N+](=O)[O-])[N+](=O)[O-] (6-methyl-2,4,6-trinitro-2,4,6-triazahexanol), anhydride, [N+](=O)(O)[O-] (HNO3), [N+](=O)([O-])[O-] (nitrate), product, N-alkylhexamethylene-tetraminium nitrate, [N+](=O)(O)[O-] (HNO3), N-methylhexamethylenetetraminium nitrate, CN(CN(CN(CO)[N+](=O)[O-])[N+](=O)[O-])[N+](=O)[O-] (6-methyl-2,4,6-trinitro-2,4,6-triazahexanol), 6-alkyl-2,4,6-trinitro-2,4,6-triazahexanol, C(C)(=O)[O-] (acetate). Run in CC(=O)O (AcOH), O (water). Run at time 15 minute. Product: C(C)(=O)OCN(CN(CN(C)[N+](=O)[O-])[N+](=O)[O-])[N+](=O)[O-] (1-Acetoxy-2,4,6-trinitro-2,4,6-triazaheptane). Reaction SMILES: [C:1]([O-:4])(=[O:3])[CH3:2].[N+]([O-])([O-])=O.S([O-])([O-])(=O)=O.[N+]([O-])(O)=O.CC(OC(C)=O)=O.[CH3:25][N:26]([N+:39]([O-:41])=[O:40])[CH2:27][N:28]([N+:36]([O-:38])=[O:37])[CH2:29][N:30]([N+:33]([O-:35])=[O:34])[CH2:31]O.CN1CCC(=C2C3C(=CC=CC=3)C=CC3C2=CC=CC=3)CC1>O.CC(O)=O>[C:1]([O:4][CH2:31][N:30]([N+:33]([O-:35])=[O:34])[CH2:29][N:28]([N+:36]([O-:38])=[O:37])[CH2:27][N:26]([N+:39]([O-:41])=[O:40])[CH3:25])(=[O:3])[CH3:2]. Procedure: "Acetate or nitrate of 6-alkyl-2,4,6-trinitro-2,4,6-triazahexanol. Jiri Denkstein and Vladimir Kaderabek. Czech. 98,248, Jan. 15, 1961, Appl. Nov. 13, 1959. The described method is the nitrolysis of N-alkylhexamethylene-tetraminium nitrate, sulfate, or acetate with a mixt. of HNO3 with Ac2O, or anhydride of HNO3. Thus, a mixt. of 30 g N-methylhexamethylenetetraminium nitrate (I) and 49 ml. AcOH added during 15-30 min with stirring at 15°-20° to the mixt. of 52 ml. 98-9% HNO3, and 48 ml. Ac2O und...